Dataset: the Open Reaction Database (ORD), a public repository of structured organic reaction records. Task: describe an organic reaction: reactants, conditions, products, and yield The reactants are C(=C)[Mg]Br (vinyl magnesium bromide), N1=CC=CC2=CC=CC=C12 (quinoline), ClC1=CC=C(C(=O)Cl)C=C1 (4-chlorobenzoyl chloride). Conditions: temperature 40 celsius, time 1 hour. The product is ClC1=CC=C(C(=O)N2C(C=CC3=CC=CC=C23)C=C)C=C1 (1-(4-chlorobenzoyl)-2-vinyl-1,2-dihydroquinoline). As a reaction SMILES: [CH:1]([Mg]Br)=[CH2:2].[N:5]1[C:14]2[C:9](=[CH:10][CH:11]=[CH:12][CH:13]=2)[CH:8]=[CH:7][CH:6]=1.[Cl:15][C:16]1[CH:24]=[CH:23][C:19]([C:20](Cl)=[O:21])=[CH:18][CH:17]=1>>[Cl:15][C:16]1[CH:24]=[CH:23][C:19]([C:20]([N:5]2[C:14]3[C:9](=[CH:10][CH:11]=[CH:12][CH:13]=3)[CH:8]=[CH:7][CH:6]2[CH:1]=[CH2:2])=[O:21])=[CH:18][CH:17]=1. Procedure details: A solution of vinyl magnesium bromide (4.65 mL in 1M THF solution) under nitrogen gas at ambient conditions is treated with quinoline dropwise. The reaction mixture is warmed to 40° C. and stirred for 1 h. The reaction mixture is then allowed to attain ambient conditions and 4-chlorobenzoyl chloride (591 μL) is then added dropwise and reaction mixture stirred overnight. The reaction mixture is then cooled to 0° C. and quenched with saturated aqueous ammonium chloride solution. The reaction mixtu... Starting materials: ClC1=C(C(=CC=C1)Cl)CCN (2-(2,6-Dichlorophenyl)ethylamine), [OH-].[Na+] (sodium hydroxide), IC=1C=C(C=O)C=CC1 (3-iodobenzaldehyde), C(C)(=O)O[BH-](OC(C)=O)OC(C)=O.[Na+] (sodium triacetoxyborohydride). The solvent is ClCCl (dichloromethane). Run at time 1 hour. Product: ClC1=C(C(=CC=C1)Cl)CCNCC1=CC(=CC=C1)I ([2-(2,6-Dichloro-phenyl)-ethyl]-(3-iodo-benzyl)-amine). Reaction SMILES: [Cl:1][C:2]1[CH:7]=[CH:6][CH:5]=[C:4]([Cl:8])[C:3]=1[CH2:9][CH2:10][NH2:11].[I:12][C:13]1[CH:14]=[C:15]([CH:18]=[CH:19][CH:20]=1)[CH:16]=O.C(O[BH-](OC(=O)C)OC(=O)C)(=O)C.[Na+].[OH-].[Na+]>ClCCl>[Cl:1][C:2]1[CH:7]=[CH:6][CH:5]=[C:4]([Cl:8])[C:3]=1[CH2:9][CH2:10][NH:11][CH2:16][C:15]1[CH:18]=[CH:19][CH:20]=[C:13]([I:12])[CH:14]=1 |f:2.3,4.5|. Reported procedure: 2-(2,6-Dichlorophenyl)ethylamine (1.0 g) and 3-iodobenzaldehyde (1.2 g) were combined in dichloromethane (50 mL). After 1 hour, sodium triacetoxyborohydride (2.2 g) was added. After 3.5 hours, the reaction mixture was poured onto 1M aqueous sodium hydroxide (200 mL) and extracted twice with dichloromethane. The organics were combined, dried (sodium sulfate) and evaporated to give the subtitle product, as an oil (2.0 g). Product: CCCCN1N=C(c2cc(Cl)cc(Cl)c2)N(C(=O)OCCl)CC1=O. RXN SMILES: [CH2:1]([CH2:2][CH2:3][CH3:4])[N:5]1[N:6]=[C:7]([c:12]2[cH:13][c:14]([Cl:19])[cH:15][c:16]([Cl:18])[cH:17]2)[NH:8][CH2:9][C:10]1=[O:11].[Cl:20][C:21](=[O:22])[O:23][CH2:24][Cl:25].[cH:26]1[cH:27][cH:28][n:29][cH:30][cH:31]1>>[CH2:1]([CH2:2][CH2:3][CH3:4])[N:5]1[N:6]=[C:7]([c:12]2[cH:13][c:14]([Cl:19])[cH:15][c:16]([Cl:18])[cH:17]2)[N:8]([C:21](=[O:22])[O:23][CH2:24][Cl:25])[CH2:9][C:10]1=[O:11]. Starting materials: CCCCN1N=C(c2cc(Cl)cc(Cl)c2)NCC1=O, O=C(Cl)OCCl, c1ccncc1. The reactants are Cn1nc(-c2cc(CBr)c(Cl)cc2Cl)c(Cl)c1OC(F)F, C1N2CN3CN1CN(C2)C3, CC(=O)O, O, O=S(=O)(O)O. Yields the product Cn1nc(-c2cc(C=O)c(Cl)cc2Cl)c(Cl)c1OC(F)F. Reaction SMILES: [Br:2][CH2:3][c:4]1[c:5]([Cl:22])[cH:6][c:7]([Cl:21])[c:8](-[c:10]2[n:11][n:12]([CH3:20])[c:13]([O:16][CH:17]([F:18])[F:19])[c:14]2[Cl:15])[cH:9]1.[CH2:23]1[N:24]2[CH2:25][N:26]3[CH2:27][N:28]([CH2:29]2)[CH2:30][N:31]1[CH2:32]3.[CH3:38][C:39](=[O:40])[OH:41].[OH2:1].[S:33]([OH:34])(=[O:35])(=[O:36])[OH:37]>>[CH:3]([c:4]1[c:5]([Cl:22])[cH:6][c:7]([Cl:21])[c:8](-[c:10]2[n:11][n:12]([CH3:20])[c:13]([O:16][CH:17]([F:18])[F:19])[c:14]2[Cl:15])[cH:9]1)=[O:34].